Task: describe an organic reaction: reactants, conditions, products, and yield. Dataset: the Open Reaction Database (ORD), a public repository of structured organic reaction records Starting materials: OC1=C(C=C(C(=O)OC)C=C1)OC (Methyl 4-hydroxy-3-methoxybenzoate), BrCCCC (bromobutane). Yields the product C(CCC)OC1=C(C=C(C(=O)O)C=C1)OC (4-Butoxy-3-methoxybenzoic acid). Reaction SMILES: [OH:1][C:2]1[CH:11]=[CH:10][C:5]([C:6]([O:8]C)=[O:7])=[CH:4][C:3]=1[O:12][CH3:13].Br[CH2:15][CH2:16][CH2:17][CH3:18]>>[CH2:15]([O:1][C:2]1[CH:11]=[CH:10][C:5]([C:6]([OH:8])=[O:7])=[CH:4][C:3]=1[O:12][CH3:13])[CH2:16][CH2:17][CH3:18]. Reported procedure: Methyl 4-hydroxy-3-methoxybenzoate was alkylated with bromobutane by method H and hydrolyzed by method P-a. This resulted in the product with the molecular weight of 224.26 (C12H16O4); MS (ESI): 225 (M+H+). Reactants: Cl.CC1=NN(C=C1B1OC(C(O1)(C)C)(C)C)C1(CNC1)CC#N ({3-[3-methyl-4-(4,4,5,5-tetramethyl-1,3,2-dioxaborolan-2-yl)-1H-pyrazol-1-yl]azetidin-3-yl}acetonitrile HCl salt), ClC=1N=CC(=NC1)C(=O)NC(C)C (5-chloro-N-isopropylpyrazine-2-carboxamide), C(C)(C)N(C(C)C)CC (N,N-diisopropylethylamine), C(C)(C)(C)O (tert-butyl alcohol). Reaction conditions: temperature 100 celsius. The product is C(#N)CC1(CN(C1)C=1N=CC(=NC1)C(=O)NC(C)C)N1N=C(C(=C1)B1OC(C(O1)(C)C)(C)C)C (5-{3-(Cyanomethyl)-3-[3-methyl-4-(4,4,5,5-tetramethyl-1,3,2-dioxaborolan-2-yl)-1H-pyrazol-1-yl]azetidin-1-yl}-N-isopropylpyrazine-2-carboxamide). As a reaction SMILES: Cl.[CH3:2][C:3]1[C:7]([B:8]2[O:12][C:11]([CH3:14])([CH3:13])[C:10]([CH3:16])([CH3:15])[O:9]2)=[CH:6][N:5]([C:17]2([CH2:21][C:22]#[N:23])[CH2:20][NH:19][CH2:18]2)[N:4]=1.Cl[C:25]1[N:26]=[CH:27][C:28]([C:31]([NH:33][CH:34]([CH3:36])[CH3:35])=[O:32])=[N:29][CH:30]=1.C(N(CC)C(C)C)(C)C.C(O)(C)(C)C>>[C:22]([CH2:21][C:17]1([N:5]2[CH:6]=[C:7]([B:8]3[O:9][C:10]([CH3:16])([CH3:15])[C:11]([CH3:13])([CH3:14])[O:12]3)[C:3]([CH3:2])=[N:4]2)[CH2:18][N:19]([C:25]2[N:26]=[CH:27][C:28]([C:31]([NH:33][CH:34]([CH3:36])[CH3:35])=[O:32])=[N:29][CH:30]=2)[CH2:20]1)#[N:23] |f:0.1|. Reported procedure: A mixture of {3-[3-methyl-4-(4,4,5,5-tetramethyl-1,3,2-dioxaborolan-2-yl)-1H-pyrazol-1-yl]azetidin-3-yl}acetonitrile HCl salt (0.43 g, 1.3 mmol), 5-chloro-N-isopropylpyrazine-2-carboxamide (0.24 g, 1.2 mmol) and N,N-diisopropylethylamine (0.63 mL, 3.6 mmol) in tert-butyl alcohol (12 mL, 120 mmol) was heated at 100° C. for 4 h. After cooling, the solvent was removed under reduced pressure. The residue was purified by flash chromatography on a silica gel column eluting with ethyl acetate in hexane... The reactants are C(C1=CC=CC=C1)OC1=C(C=C2C(=CC=NC2=C1)OC1=C(C(=C(C=C1)NC(=O)NC1=C(C=C(C=C1)F)F)C)C)OC (N-(4-{[7-(Benzyloxy)-6-methoxy-4-quinolyl]oxy}-2,3-dimethylphenyl)-N′-(2,4-difluorophenyl)urea), CN(C=O)C (N,N-dimethylformamide), [H][H] (hydrogen). The reagents and catalysts are [OH-].[Pd+2].[OH-] (palladium hydroxide). Run in C(C)N(CC)CC (triethylamine). Reaction conditions: temperature 70 celsius, time 8 hour. Product: FC1=C(C=CC(=C1)F)NC(=O)NC1=C(C(=C(C=C1)OC1=CC=NC2=CC(=C(C=C12)OC)OCCOC)C)C (N-(2,4-Difluorophenyl)-N′-(4-{[6-methoxy-7-(2-methoxyethoxy)-4-quinolyl]oxy}-2,3-dimethylphenyl) urea). As a reaction SMILES: [CH2:1]([O:8][C:9]1[CH:18]=[C:17]2[C:12]([C:13]([O:19][C:20]3[CH:25]=[CH:24][C:23]([NH:26][C:27]([NH:29][C:30]4[CH:35]=[CH:34][C:33]([F:36])=[CH:32][C:31]=4[F:37])=[O:28])=[C:22]([CH3:38])[C:21]=3[CH3:39])=[CH:14][CH:15]=[N:16]2)=[CH:11][C:10]=1[O:40][CH3:41])[C:2]1C=CC=CC=1.[H][H].CN(C)[CH:46]=[O:47]>C(N(CC)CC)C.[OH-].[Pd+2].[OH-]>[F:37][C:31]1[CH:32]=[C:33]([F:36])[CH:34]=[CH:35][C:30]=1[NH:29][C:27]([NH:26][C:23]1[CH:24]=[CH:25][C:20]([O:19][C:13]2[C:12]3[C:17](=[CH:18][C:9]([O:8][CH2:1][CH2:2][O:47][CH3:46])=[C:10]([O:40][CH3:41])[CH:11]=3)[N:16]=[CH:15][CH:14]=2)=[C:21]([CH3:39])[C:22]=1[CH3:38])=[O:28] |f:4.5.6|. Reported procedure: N-(4-{[7-(Benzyloxy)-6-methoxy-4-quinolyl]oxy}-2,3-dimethylphenyl)-N′-(2,4-difluorophenyl)urea (213 mg) was dissolved in N,N-dimethylformamide (5 ml) and triethylamine (1 ml), and palladium hydroxide (40 mg) was added to the solution. The mixture was stirred in a hydrogen atmosphere at room temperature overnight. The reaction solution was filtered through Celite and was then washed with chloroform/methanol. The solvent was removed by distillation under the reduced pressure. A 90 mg portion of th... Starting materials: NC1CC1, Cl, O=C(O)c1cccc(-c2cccc3cc(C(=O)NC4CN5CCC4CC5)sc23)c1. Yields the product Cl, O=C(NC1CC1)c1cccc(-c2cccc3cc(C(=O)NC4CN5CCC4CC5)sc23)c1. RXN SMILES: [CH:31]1([NH2:34])[CH2:32][CH2:33]1.[ClH:1].[N:2]12[CH2:3][CH:4]([NH:10][C:11](=[O:12])[c:13]3[s:14][c:15]4[c:16]([cH:17]3)[cH:18][cH:19][cH:20][c:21]4-[c:22]3[cH:23][c:24]([C:25](=[O:26])[OH:27])[cH:28][cH:29][cH:30]3)[CH:5]([CH2:6][CH2:7]1)[CH2:8][CH2:9]2>>[ClH:1].[N:2]12[CH2:3][CH:4]([NH:10][C:11](=[O:12])[c:13]3[s:14][c:15]4[c:16]([cH:17]3)[cH:18][cH:19][cH:20][c:21]4-[c:22]3[cH:23][c:24]([C:25](=[O:26])[NH:34][CH:31]4[CH2:32][CH2:33]4)[cH:28][cH:29][cH:30]3)[CH:5]([CH2:6][CH2:7]1)[CH2:8][CH2:9]2. RXN SMILES: COC1C=CC(CN2CCN(CC3N=CC([NH:21][C:22]([C:24]4[CH:25]=[CH:26][C:27]([C:34]5[C:39]([Cl:40])=[C:38]([O:41][CH3:42])[CH:37]=[C:36]([O:43][CH3:44])[C:35]=5[Cl:45])=[C:28]5[C:33]=4[N:32]=[CH:31][CH:30]=[CH:29]5)=[O:23])=CC=3)CC2)=CC=1.[CH3:48][N:49]([CH3:59])[CH2:50][C:51]1[N:52]=[C:53]([N+]([O-])=O)[NH:54][CH:55]=1.CO.C1COCC1.CO>[Ni].C(Cl)Cl.CO>[CH3:48][N:49]([CH2:50][C:51]1[N:52]=[C:53]([NH:21][C:22]([C:24]2[CH:25]=[CH:26][C:27]([C:34]3[C:39]([Cl:40])=[C:38]([O:41][CH3:42])[CH:37]=[C:36]([O:43][CH3:44])[C:35]=3[Cl:45])=[C:28]3[C:33]=2[N:32]=[CH:31][CH:30]=[CH:29]3)=[O:23])[NH:54][CH:55]=1)[CH3:59] |f:2.3,6.7|. Procedure: The title compound was prepared in analogy to the procedures described in Example 14 but using 5-(2,6-dichloro-3,5-dimethoxy-phenyl)-quinoline-8-carboxylic acid (6-piperazin-1-ylmethyl-pyridin-3-yl)-amide (Example 170), dimethyl-(2-nitro-1H-imidazol-4-ylmethyl)-amine (Step 22.1) instead of 2-nitroimidazole in Step 14.3, and Raney nickel and MeOH/THF (1:1) instead of palladium on carbon and MeOH in Step 14.2. The title compound: ESI-MS: 500.0 [M+H]+; tR=3.50 min (System 1); TLC: Rf=0.20 (DCM/MeOH... The product is CN(C)CC=1N=C(NC1)NC(=O)C=1C=CC(=C2C=CC=NC12)C1=C(C(=CC(=C1Cl)OC)OC)Cl (5-(2,6-Dichloro-3,5-dimethoxy-phenyl)-quinoline-8-carboxylic acid (4-dimethylaminomethyl-1H-imidazol-2-yl)-amide). The reactants are COC1=CC=C(CN2CCN(CC2)CC2=CC=C(C=N2)NC(=O)C=2C=CC(=C3C=CC=NC23)C2=C(C(=CC(=C2Cl)OC)OC)Cl)C=C1 (5-(2,6-Dichloro-3,5-dimethoxy-phenyl)-quinoline-8-carboxylic acid {6-[4-(4-methoxy-benzyl)-piperazin-1-ylmethyl]-pyridin-3-yl}-amide), CO (MeOH), CN(CC=1N=C(NC1)[N+](=O)[O-])C (dimethyl-(2-nitro-1H-imidazol-4-ylmethyl)-amine), CO.C1CCOC1 (MeOH THF). The reagents and catalysts are [Ni] (Raney nickel). The solvent is C(Cl)Cl.CO (DCM MeOH). The reactants are CO (methanol), BrC1=CC(=C(C=C1)OC(F)F)OC(C#C[Si](C)(C)C)C1CC1 (4-bromo-2-(1-cyclopropyl-3-trimethylsilyl-2-propynyloxy)-1-difluoromethoxybenzene), C([O-])([O-])=O.[K+].[K+] (potassium carbonate). Run in O (water). Conditions: time 5 hour. The product is BrC1=CC(=C(C=C1)OC(F)F)OC(C#C)C1CC1 (4-Bromo-2-(1-cyclopropyl-2-propynyloxy)-1-difluoromethoxybenzene). Isolated yield 84.1%. RXN SMILES: CO.[Br:3][C:4]1[CH:9]=[CH:8][C:7]([O:10][CH:11]([F:13])[F:12])=[C:6]([O:14][CH:15]([CH:22]2[CH2:24][CH2:23]2)[C:16]#[C:17][Si](C)(C)C)[CH:5]=1.C(=O)([O-])[O-].[K+].[K+]>O>[Br:3][C:4]1[CH:9]=[CH:8][C:7]([O:10][CH:11]([F:13])[F:12])=[C:6]([O:14][CH:15]([CH:22]2[CH2:24][CH2:23]2)[C:16]#[CH:17])[CH:5]=1 |f:2.3.4|. Procedure details: To 34 ml of methanol solution containing 4.05 g (10.5 mmol) of 4-bromo-2-(1-cyclopropyl-3-trimethylsilyl-2-propynyloxy)-1-difluoromethoxybenzene obtained in Reference example 14-(a) was added 0.48 g (3.5 mmol) of potassium carbonate, and the mixture was stirred at room temperature for 5 hours. After completion of the reaction, 50 ml of water was added to the reaction mixture, and the mixture was extracted with ethyl acetate. The organic layer after separation was washed with a saturated aqueous ... Procedure: Chloropyrazine S1.6 (25 mg, 0.12 mmol) was diluted with NMP (5 mL) and treated with 1-(4-(4-aminophenyl)piperazin-1-yl)ethanone (52 mg, 0.24 mmol) and DIPEA (42 uL, 0.24 mmol) and the resulting solution stirred at 150° C. for three days. The reaction mixture was diluted with water and acidified with a small amount of TFA, then purified by preparative HPLC affording the desired product (10 mg) after lyophilization. MS found for C20H25N7O2 as (M+H)+396.0. UV: λ=203, 262, 309 nm. Reaction SMILES: Cl[C:2]1[CH:7]=[N:6][CH:5]=[CH:4][N:3]=1.[NH2:8][C:9]1[CH:14]=[CH:13][C:12]([N:15]2[CH2:20][CH2:19][N:18]([C:21](=[O:23])[CH3:22])[CH2:17][CH2:16]2)=[CH:11][CH:10]=1.CC[N:26]([CH:30]([CH3:32])[CH3:31])C(C)C.C(O)(C(F)(F)F)=O.C[N:41]1[C:45](=[O:46])CCC1>O>[C:21]([N:18]1[CH2:17][CH2:16][N:15]([C:12]2[CH:11]=[CH:10][C:9]([NH:8][C:7]3[C:2]([C:45]([NH2:41])=[O:46])=[N:3][CH:4]=[C:5]([NH:26][CH:30]4[CH2:32][CH2:31]4)[N:6]=3)=[CH:14][CH:13]=2)[CH2:20][CH2:19]1)(=[O:23])[CH3:22]. Yields the product C(C)(=O)N1CCN(CC1)C1=CC=C(C=C1)NC=1C(=NC=C(N1)NC1CC1)C(=O)N (3-(4-(4-acetylpiperazin-1-yl)phenylamino)-5-(cyclopropylamino)pyrazine-2-carboxamide). Conditions: temperature 150 celsius, time 3 day. The solvent is O (water). Starting materials: C(=O)(C(F)(F)F)O (TFA), NC1=CC=C(C=C1)N1CCN(CC1)C(C)=O (1-(4-(4-aminophenyl)piperazin-1-yl)ethanone), CCN(C(C)C)C(C)C (DIPEA), ClC1=NC=CN=C1 (Chloropyrazine), CN1CCCC1=O (NMP). The reactants are CCC(CC)(c1ccc(CCC(O[Si](C)(C)C(C)(C)C)C(C)(C)C)c(C)c1)c1ccc(B2OC(C)(C)C(C)(C)O2)c(C)c1, COC(=O)C(O)c1cccc(Cl)c1, CCOCC, COc1cccc(OC)c1-c1ccccc1P(C1CCCCC1)C1CCCCC1, [K+], [K+], [K+], CC(=O)[O-], CC(=O)[O-], O=P([O-])([O-])[O-], [Pd+2]. The product is CCC(CC)(c1ccc(CCC(O[Si](C)(C)C(C)(C)C)C(C)(C)C)c(C)c1)c1ccc(-c2cccc(C(O)C(=O)OC)c2)c(C)c1. As a reaction SMILES: [C:1]([CH3:2])([CH3:3])([CH3:4])[Si:5]([CH3:6])([CH3:7])[O:8][CH:9]([C:10]([CH3:11])([CH3:12])[CH3:13])[CH2:14][CH2:15][c:16]1[c:17]([CH3:43])[cH:18][c:19]([C:22]([CH2:23][CH3:24])([c:25]2[cH:26][c:27]([CH3:40])[c:28]([B:31]3[O:32][C:33]([CH3:34])([CH3:35])[C:36]([CH3:37])([CH3:38])[O:39]3)[cH:29][cH:30]2)[CH2:41][CH3:42])[cH:20][cH:21]1.[CH3:81][O:82][C:83]([CH:84]([OH:85])[c:86]1[cH:87][c:88]([Cl:92])[cH:89][cH:90][cH:91]1)=[O:93].[CH3:94][CH2:95][O:96][CH2:97][CH3:98].[CH:44]1([P:45]([CH:46]2[CH2:47][CH2:48][CH2:49][CH2:50][CH2:51]2)[c:52]2[cH:53][cH:54][cH:55][cH:56][c:57]2-[c:58]2[c:59]([O:60][CH3:61])[cH:62][cH:63][cH:64][c:65]2[O:66][CH3:67])[CH2:68][CH2:69][CH2:70][CH2:71][CH2:72]1.[K+:78].[K+:79].[K+:80].[O-:100][C:101]([CH3:102])=[O:103].[O-:104][C:105]([CH3:106])=[O:107].[P:73]([O-:74])([O-:75])([O-:76])=[O:77].[Pd+2:99]>>[C:1]([CH3:2])([CH3:3])([CH3:4])[Si:5]([CH3:6])([CH3:7])[O:8][CH:9]([C:10]([CH3:11])([CH3:12])[CH3:13])[CH2:14][CH2:15][c:16]1[c:17]([CH3:43])[cH:18][c:19]([C:22]([CH2:23][CH3:24])([c:25]2[cH:26][c:27]([CH3:40])[c:28](-[c:88]3[cH:87][c:86]([CH:84]([C:83]([O:82][CH3:81])=[O:93])[OH:85])[cH:91][cH:90][cH:89]3)[cH:29][cH:30]2)[CH2:41][CH3:42])[cH:20][cH:21]1. Starting materials: NC1CCN(CC1)CCN1C(C=NC2=CC=C(C=C12)F)=O (1-[2-(4-aminopiperidin-1-yl)ethyl]-7-fluoroquinoxalin-2(1H)-one), NC1CCN(CC1)CCN1C(C=NC2=CC=C(C=C12)F)=O (1-[2-(4-aminopiperidin-1-yl)ethyl]-7-fluoroquinoxalin-2(1H)-one), O=C1NC2=C(OC1)C=CC(=N2)C=O (3-oxo-3,4-dihydro-2H-pyrido[3,2-b][1,4]oxazine-6-carbaldehyde), C(C)(=O)O[BH-](OC(C)=O)OC(C)=O.[Na+] (sodium triacetoxy borohydride). Product: FC1=CC=C2N=CC(N(C2=C1)CCN1CCC(CC1)NCC=1C=CC=2OCC(NC2N1)=O)=O (6-[({1-[2-(7-Fluoro-2-oxoquinoxalin-1(2H)-yl)ethyl]piperidin-4-yl}amino)methyl]-2H-pyrido[3,2-b][1,4]oxazin-3(4H)-one). The yield is 68.6%. Reaction SMILES: [NH2:1][CH:2]1[CH2:7][CH2:6][N:5]([CH2:8][CH2:9][N:10]2[C:19]3[C:14](=[CH:15][CH:16]=[C:17]([F:20])[CH:18]=3)[N:13]=[CH:12][C:11]2=[O:21])[CH2:4][CH2:3]1.[O:22]=[C:23]1[CH2:28][O:27][C:26]2[CH:29]=[CH:30][C:31]([CH:33]=O)=[N:32][C:25]=2[NH:24]1.C(O[BH-](OC(=O)C)OC(=O)C)(=O)C.[Na+]>>[F:20][C:17]1[CH:18]=[C:19]2[C:14]([N:13]=[CH:12][C:11](=[O:21])[N:10]2[CH2:9][CH2:8][N:5]2[CH2:4][CH2:3][CH:2]([NH:1][CH2:33][C:31]3[CH:30]=[CH:29][C:26]4[O:27][CH2:28][C:23](=[O:22])[NH:24][C:25]=4[N:32]=3)[CH2:7][CH2:6]2)=[CH:15][CH:16]=1 |f:2.3|. Reported procedure: 1-[2-(4-Aminopiperidin-1-yl)ethyl]-7-fluoroquinoxalin-2(1H)-one (Intermediate 140, 85 mg crude, 0.29 mmol), 3-oxo-3,4-dihydro-2H-pyrido[3,2-b][1,4]oxazine-6-carbaldehyde (WO 2004/058144) (52 mg, 0.29 mmol) and sodium triacetoxy borohydride (190 mg, 0.88 mmol) were reacted as described according to Example 69 to give 90 mg (69%) of the free base of the product. The solvent is CO (methanol). The product is C(C)(C)N([C@H]1C[C@H]([C@H](CC1)N1C([C@H](CC1)NC(OCC1=CC=CC=C1)=O)=O)CCC)C (benzyl (S)-1-[(1S,2R,4R)-4-(isopropyl(methyl)amino)-2-propylcyclohexyl]-2-oxopyrrolidin-3-ylcarbamate). RXN SMILES: [NH2:1][C@@H:2]1[CH2:7][CH2:6][C@H:5]([N:8]2[CH2:12][CH2:11][C@H:10]([NH:13][C:14](=[O:23])[O:15][CH2:16][C:17]3[CH:22]=[CH:21][CH:20]=[CH:19][CH:18]=3)[C:9]2=[O:24])[C@H:4]([CH2:25][CH2:26][CH3:27])[CH2:3]1.[CH3:28][C:29]([CH3:31])=O.[C:32]([BH3-])#N.[Na+].C=O>CO>[CH:29]([N:1]([CH3:32])[C@@H:2]1[CH2:7][CH2:6][C@H:5]([N:8]2[CH2:12][CH2:11][C@H:10]([NH:13][C:14](=[O:23])[O:15][CH2:16][C:17]3[CH:18]=[CH:19][CH:20]=[CH:21][CH:22]=3)[C:9]2=[O:24])[C@H:4]([CH2:25][CH2:26][CH3:27])[CH2:3]1)([CH3:31])[CH3:28] |f:2.3|. Run at time 10 hour. Procedure details: The entirety of benzyl (S)-1-[(1S,2R,4R)-4-amino-2-propylcyclohexyl]-2-oxopyrrolidin-3-ylcarbamate prepared in Step 1 (assumed 8.2 mmol) was dissolved in methanol (40 mL). The resultant solution was charged with acetone (6 mL, 82 mmol) and stirred at RT for 10 min before sodium cyanoborohydride (2.6 g, 41 mmol) was added in one portion. The reaction was stirred at RT for 10 h and then charged successively with formaldehyde (3.0 mL of 37 wt % aq soln, 41 mmol) and sodium cyanoborohydride (0.52 g,... Reactants: C(#N)[BH3-].[Na+] (sodium cyanoborohydride), resultant solution, CC(=O)C (acetone), N[C@H]1C[C@H]([C@H](CC1)N1C([C@H](CC1)NC(OCC1=CC=CC=C1)=O)=O)CCC (benzyl (S)-1-[(1S,2R,4R)-4-amino-2-propylcyclohexyl]-2-oxopyrrolidin-3-ylcarbamate), C=O (formaldehyde), C(#N)[BH3-].[Na+] (sodium cyanoborohydride).